From a dataset of the Open Reaction Database (ORD), a public repository of structured organic reaction records. describe an organic reaction: reactants, conditions, products, and yield Reactants: C(C)OC1=CCCC2C(ON=C21)(C(=O)OCC)O (ethyl 7-ethoxy-3-hydroxy-3,3a,4,5-tetrahydro-2,1-benzisoxazole-3-carboxylate). Run in CCO (EtOH), Cl (HCl). The product is O=C1CCCC2=C(ON=C21)C(=O)OCC (Ethyl 7-oxo-4,5,6,7-tetrahydro-2,1-benzisoxazole-3-carboxylate). The yield is 34.3%. As a reaction SMILES: C([O:3][C:4]1[C:12]2[CH:8]([C:9](O)([C:13]([O:15][CH2:16][CH3:17])=[O:14])[O:10][N:11]=2)[CH2:7][CH2:6][CH:5]=1)C>CCO.Cl>[O:3]=[C:4]1[C:12]2[C:8](=[C:9]([C:13]([O:15][CH2:16][CH3:17])=[O:14])[O:10][N:11]=2)[CH2:7][CH2:6][CH2:5]1. Procedure: To a solution of ethyl 7-ethoxy-3-hydroxy-3,3a,4,5-tetrahydro-2,1-benzisoxazole-3-carboxylate 1.35 g (5.29 mmol) in 10 mL of EtOH, 1 mL of HCl 36% was added. The mixture was stirred at reflux for 2 hours. After cooling the solvent was removed under reduced pressure and the crude solid was purified by flash chromatography on silica gel (eluant: AcOEt/Hexane 2/8) to afford 0.380 g (35% yield) of the title compound as a white solid. Reactants: CNC1=CC=CC=C1 (N-methylaniline), BrCCCC(=O)OCC (ethyl 4-bromobutyrate), C([O-])([O-])=O.[K+].[K+] (potassium carbonate), [OH-].[Na+] (sodium hydroxide). Run in C(C)O (ethanol). Run at temperature 110 celsius, time 1.5 hour. Product: CN(C1=CC=CC=C1)CCCC(=O)O (4-(N-methyl-N-phenylamino)butanoic acid). Isolated yield 84.0%. Reaction SMILES: [CH3:1][NH:2][C:3]1[CH:8]=[CH:7][CH:6]=[CH:5][CH:4]=1.Br[CH2:10][CH2:11][CH2:12][C:13]([O:15]CC)=[O:14].C(=O)([O-])[O-].[K+].[K+].[OH-].[Na+]>C(O)C>[CH3:1][N:2]([CH2:10][CH2:11][CH2:12][C:13]([OH:15])=[O:14])[C:3]1[CH:8]=[CH:7][CH:6]=[CH:5][CH:4]=1 |f:2.3.4,5.6|. Procedure: A mixture of N-methylaniline (10 g), ethyl 4-bromobutyrate (13.2 ml) and potassium carbonate (12.7 g) was stirred for 1.5 hour at 110° C. After cooling to room temperature, ethanol (100 ml) and 3N aqueous sodium hydroxide (100 ml) were added to the mixture, and the mixture was stirred for 30 minutes under reflux. After cooling to room temperature, the reaction mixture was concentrated under reduced pressure and the residue was diluted with water and then washed with ether. The aqueous layer was ...